Dataset: the Open Reaction Database (ORD), a public repository of structured organic reaction records. Task: describe an organic reaction: reactants, conditions, products, and yield Reactants: CC(C)(C)OC(=O)N1CCC(Nc2cccc(C#N)c2)CC1, ClCCl, O=C(O)C(F)(F)F. Yields the product N#Cc1cccc(NC2CCNCC2)c1. As a reaction SMILES: [C:1](#[N:2])[c:3]1[cH:4][c:5]([NH:9][CH:10]2[CH2:11][CH2:12][N:13]([C:16]([O:17][C:18]([CH3:19])([CH3:20])[CH3:21])=[O:22])[CH2:14][CH2:15]2)[cH:6][cH:7][cH:8]1.[Cl:30][CH2:31][Cl:32].[F:23][C:24]([F:25])([F:26])[C:27]([OH:28])=[O:29]>>[C:1](#[N:2])[c:3]1[cH:4][c:5]([NH:9][CH:10]2[CH2:11][CH2:12][NH:13][CH2:14][CH2:15]2)[cH:6][cH:7][cH:8]1. Starting materials: CCC1CCc2ncnc(N3CC4(CCN(Cc5ccccc5)CC4)c4c(CNC(C)C)cccc43)c21, CO, O=C[O-], [NH4+]. Product: CCC1CCc2ncnc(N3CC4(CCNCC4)c4c(CNC(C)C)cccc43)c21. Reaction SMILES: [CH2:5]([c:6]1[cH:7][cH:8][cH:9][cH:10][cH:11]1)[N:12]1[CH2:13][CH2:14][C:15]2([CH2:16][N:17]([c:29]3[c:30]4[c:31]([n:32][cH:33][n:34]3)[CH2:35][CH2:36][CH:37]4[CH2:38][CH3:39])[c:18]3[cH:19][cH:20][cH:21][c:22]([CH2:24][NH:25][CH:26]([CH3:27])[CH3:28])[c:23]32)[CH2:40][CH2:41]1.[CH3:42][OH:43].[CH:1]([O-:2])=[O:3].[NH4+:4]>>[NH:12]1[CH2:13][CH2:14][C:15]2([CH2:16][N:17]([c:29]3[c:30]4[c:31]([n:32][cH:33][n:34]3)[CH2:35][CH2:36][CH:37]4[CH2:38][CH3:39])[c:18]3[cH:19][cH:20][cH:21][c:22]([CH2:24][NH:25][CH:26]([CH3:27])[CH3:28])[c:23]32)[CH2:40][CH2:41]1. The reactants are COC1=C(C=C2CC(N(CC2=C1)CC1=CC(=CC=C1)OC)(C)C)O[Si](C(C)C)(C(C)C)C(C)C (7-Methoxy-2-(3-methoxy-benzyl)-3,3-dimethyl-6-triisopropylsilanyloxy-1,2,3,4-tetrahydro-isoquinoline), CCCC[N+](CCCC)(CCCC)CCCC.[F-] (TBAF), O (water). The solvent is C1CCOC1 (THF). The product is COC=1C=C(CN2CC3=CC(=C(C=C3CC2(C)C)O)OC)C=CC1 (2-(3-Methoxybenzyl)-1,2,3,4-tetrahydro-7-methoxy-3,3-dimethylisoquinolin-6-ol). The yield is 47.5%. RXN SMILES: [CH3:1][O:2][C:3]1[CH:12]=[C:11]2[C:6]([CH2:7][C:8]([CH3:23])([CH3:22])[N:9]([CH2:13][C:14]3[CH:19]=[CH:18][CH:17]=[C:16]([O:20][CH3:21])[CH:15]=3)[CH2:10]2)=[CH:5][C:4]=1[O:24][Si](C(C)C)(C(C)C)C(C)C.CCCC[N+](CCCC)(CCCC)CCCC.[F-].O>C1COCC1>[CH3:21][O:20][C:16]1[CH:15]=[C:14]([CH:19]=[CH:18][CH:17]=1)[CH2:13][N:9]1[C:8]([CH3:23])([CH3:22])[CH2:7][C:6]2[C:11](=[CH:12][C:3]([O:2][CH3:1])=[C:4]([OH:24])[CH:5]=2)[CH2:10]1 |f:1.2|. Procedure details: To a solution of 226 (237 mg, 0.45 mmol) in THF (10 ml) at 0° C. (ice-bath) was added TBAF (1.0 M in THF, 0.53 ml, 0.53 mmol). The reaction mixture was stirred at 0° C. for 18 h. water (10 ml) was added and the aqueous layer was extracted with EtOAc (3×). The combined organic layer were washed with brine (10 ml), dried (MgSO4) and concentrated in vacuo. Purification (flashmaster: 20 g, 100% hex to 100% EtOAc over 25 min) afforded the title compound (70 mg, 43%) as a colourless oil. 1H NMR (270 M... The reactants are BrC1=CC=C(C=C1)C1=CC=C(C=C1)CC=1N(C=C(N1)C1=C(C=C(C=C1)Cl)Cl)C=1C=C(C=CC1)N1CC(NS1(=O)=O)=O (5-{3-[2-(4′-Bromo-biphenyl-4-ylmethyl)-4-(2,4-dichloro-phenyl)-imidazol-1-yl]-phenyl}-1,2,5-thiadiazolidine-3-one-1,1-dioxide), C1(=CC=CC=C1)[C@H]1CNCC1 ((S)-3-phenyl-pyrrolidine). The product is desired compound, ClC1=C(C=CC(=C1)Cl)C=1N=C(N(C1)C=1C=C(C=CC1)N1CC(NS1(=O)=O)=O)CC1=CC=C(C=C1)C1=CC=C(C=C1)N1C[C@@H](CC1)C1=CC=CC=C1 (5-(3-{4-(2,4-dichloro-phenyl)-2-{4′-[(3S)-3-phenyl-pyrrolidin-1-yl]-biphenyl-4-ylmethyl}-imidazol-1-yl}-phenyl)-1,2,5-thiadiazolidine-3-one-1,1-dioxide). RXN SMILES: Br[C:2]1[CH:7]=[CH:6][C:5]([C:8]2[CH:13]=[CH:12][C:11]([CH2:14][C:15]3[N:16]([C:28]4[CH:29]=[C:30]([N:34]5[S:38](=[O:40])(=[O:39])[NH:37][C:36](=[O:41])[CH2:35]5)[CH:31]=[CH:32][CH:33]=4)[CH:17]=[C:18]([C:20]4[CH:25]=[CH:24][C:23]([Cl:26])=[CH:22][C:21]=4[Cl:27])[N:19]=3)=[CH:10][CH:9]=2)=[CH:4][CH:3]=1.[C:42]1([C@@H:48]2[CH2:52][CH2:51][NH:50][CH2:49]2)[CH:47]=[CH:46][CH:45]=[CH:44][CH:43]=1>>[Cl:27][C:21]1[CH:22]=[C:23]([Cl:26])[CH:24]=[CH:25][C:20]=1[C:18]1[N:19]=[C:15]([CH2:14][C:11]2[CH:12]=[CH:13][C:8]([C:5]3[CH:6]=[CH:7][C:2]([N:50]4[CH2:51][CH2:52][C@@H:48]([C:42]5[CH:47]=[CH:46][CH:45]=[CH:44][CH:43]=5)[CH2:49]4)=[CH:3][CH:4]=3)=[CH:9][CH:10]=2)[N:16]([C:28]2[CH:29]=[C:30]([N:34]3[S:38](=[O:40])(=[O:39])[NH:37][C:36](=[O:41])[CH2:35]3)[CH:31]=[CH:32][CH:33]=2)[CH:17]=1. Reported procedure: 5-{3-[2-(4′-Bromo-biphenyl-4-ylmethyl)-4-(2,4-dichloro-phenyl)-imidazol-1-yl]-phenyl}-1,2,5-thiadiazolidine-3-one-1,1-dioxide (134 mg, 0.2 mmol) was treated as described in general procedure R using excess (S)-3-phenyl-pyrrolidine (147 mg, 1 mmol) to give the desired compound 5-(3-{4-(2,4-dichloro-phenyl)-2-{4′-[(3S)-3-phenyl-pyrrolidin-1-yl]-biphenyl-4-ylmethyl}-imidazol-1-yl}-phenyl)-1,2,5-thiadiazolidine-3-one-1,1-dioxide. Reactants: C(CO)O (Ethylene glycol), O.S(=O)(=O)(O)C1=CC=C(C)C=C1 (tosylic acid monohydrate), C1(=CC=CC=C1)C (toluene), FC=1C=C(C=C(C1)F)C(CC)=O (1-(3,5-difluorophenyl)propan-1-one). Solvent: C(C)(=O)OCC (ethyl acetate). Run at time 8 hour. The product is FC=1C=C(C=C(C1)F)C1(OCCO1)CC (2-(3,5-Difluorophenyl)-2-ethyl-1,3-dioxolane). The yield is 98.2%. Reaction SMILES: [CH2:1]([OH:4])[CH2:2][OH:3].O.S(C1C=CC(C)=CC=1)(O)(=O)=O.C1(C)C=CC=CC=1.[F:24][C:25]1[CH:26]=[C:27]([C:32](=O)[CH2:33][CH3:34])[CH:28]=[C:29]([F:31])[CH:30]=1>C(OCC)(=O)C>[F:24][C:25]1[CH:26]=[C:27]([C:32]2([CH2:33][CH3:34])[O:4][CH2:1][CH2:2][O:3]2)[CH:28]=[C:29]([F:31])[CH:30]=1 |f:1.2|. Reported procedure: Ethylene glycol (773 mg) and a catalytic amount of tosylic acid monohydrate were added to a toluene (20 ml) solution of 1-(3,5-difluorophenyl)propan-1-one (1.06 g). A Dean-Stark tube was attached to the reactor, the reaction liquid was stirred overnight with heating under reflux, then diluted with ethyl acetate, and washed with aqueous saturated sodium hydrogencarbonate solution. The organic layer was dried with anhydrous sodium sulfate, then the solvent was evaporated off, and the residue was p... Starting materials: NC=1C(=C(C(=CC1)Cl)S(=O)(=O)N(CC)OC)O (3-amino-6-chloro-2-hydroxy-N-methoxy-N-ethyl-benzenesulfonamide), [H][H] (hydrogen). The reagents and catalysts are [Pd] (Pd/C). Run in CCO (EtOH). Run at time 5 hour. Product: NC=1C(=C(C=CC1)S(=O)(=O)N(OC)CC)O (3-Amino-N-ethyl-2-hydroxy-N-methoxybenzenesulfonamide). RXN SMILES: [NH2:1][C:2]1[C:3]([OH:17])=[C:4]([S:9]([N:12]([O:15][CH3:16])[CH2:13][CH3:14])(=[O:11])=[O:10])[C:5](Cl)=[CH:6][CH:7]=1.[H][H]>CCO.[Pd]>[NH2:1][C:2]1[C:3]([OH:17])=[C:4]([S:9]([N:12]([CH2:13][CH3:14])[O:15][CH3:16])(=[O:10])=[O:11])[CH:5]=[CH:6][CH:7]=1. Procedure details: A dispersion of 10% Pd/C (200 mg) in a solution of 3-amino-6-chloro-2-hydroxy-N-methoxy-N-ethyl-benzenesulfonamide (Int. FA step 2) (400 mg, 1.425 mmol) in EtOH (50 ml) was placed under a positive pressure of hydrogen at 0.5 bar above atmospheric pressure. After 5 hours, the catalyst was removed by filtration through Celite® (filter material), and the filtrate was reduced in vacuo. The resulting solid was used in the next step, without further purification. Reactants: CCOC(=O)Nc1nc2cc(C)ccc2nc1OC, COc1cccc(N2CCNCC2)c1. The product is COc1cccc(N2CCN(C(=O)Nc3nc4cc(C)ccc4nc3OC)CC2)c1. RXN SMILES: [CH3:1][O:2][c:3]1[n:4][c:5]2[cH:6][cH:7][c:8]([CH3:19])[cH:9][c:10]2[n:11][c:12]1[NH:13][C:14]([O:15][CH2:16][CH3:17])=[O:18].[CH3:20][O:21][c:22]1[cH:23][c:24]([N:28]2[CH2:29][CH2:30][NH:31][CH2:32][CH2:33]2)[cH:25][cH:26][cH:27]1>>[CH3:1][O:2][c:3]1[n:4][c:5]2[cH:6][cH:7][c:8]([CH3:19])[cH:9][c:10]2[n:11][c:12]1[NH:13][C:14](=[O:18])[N:31]1[CH2:30][CH2:29][N:28]([c:24]2[cH:23][c:22]([O:21][CH3:20])[cH:27][cH:26][cH:25]2)[CH2:33][CH2:32]1. The reactants are ClCCl, CCCC(F)(F)CC(NC(=O)N1CCOCC1)C(=O)NC(CC)C(O)c1nnc(C2CC2)o1, [Na+], [Na+], [Na+], O=S([O-])([O-])=S, O=C([O-])O. Product: CCCC(F)(F)CC(NC(=O)N1CCOCC1)C(=O)NC(CC)C(=O)c1nnc(C2CC2)o1. Reaction SMILES: [CH2:41]([Cl:42])[Cl:43].[CH:1]1([c:4]2[n:5][n:6][c:7]([CH:9]([CH:10]([CH2:11][CH3:12])[NH:13][C:14](=[O:15])[CH:16]([CH2:17][C:18]([CH2:19][CH2:20][CH3:21])([F:22])[F:23])[NH:24][C:25](=[O:26])[N:27]3[CH2:28][CH2:29][O:30][CH2:31][CH2:32]3)[OH:33])[o:8]2)[CH2:2][CH2:3]1.[Na+:34].[Na+:35].[Na+:48].[O-:36][S:37]([O-:38])(=[S:39])=[O:40].[O-:44][C:45]([OH:46])=[O:47]>>[CH:1]1([c:4]2[n:5][n:6][c:7]([C:9]([CH:10]([CH2:11][CH3:12])[NH:13][C:14](=[O:15])[CH:16]([CH2:17][C:18]([CH2:19][CH2:20][CH3:21])([F:22])[F:23])[NH:24][C:25](=[O:26])[N:27]3[CH2:28][CH2:29][O:30][CH2:31][CH2:32]3)=[O:33])[o:8]2)[CH2:2][CH2:3]1. The reactants are CN1CCNCCC1 (1-methyl-1,4-diazepane), FC1=C(C=C(C=C1)[N+](=O)[O-])C (1-fluoro-2-methyl-4-nitrobenzene), N1CCNCCC1 (1,4-diazepane). Yields the product CC1=C(C=CC(=C1)[N+](=O)[O-])N1CCNCCC1 (1-(2-methyl-4-nitrophenyl)-1,4-diazepane). As a reaction SMILES: [CH3:1][N:2]1[CH2:8][CH2:7][CH2:6][NH:5][CH2:4][CH2:3]1.F[C:10]1[CH:15]=[CH:14][C:13]([N+:16]([O-:18])=[O:17])=[CH:12][C:11]=1C.N1CCCNCC1>>[CH3:10][C:11]1[CH:12]=[C:13]([N+:16]([O-:18])=[O:17])[CH:14]=[CH:15][C:1]=1[N:2]1[CH2:8][CH2:7][CH2:6][NH:5][CH2:4][CH2:3]1. Reported procedure: The title compound was prepared as described in Example 100A, substituting (2-fluoro-5-nitrophenyl)methanol and 1-methyl-1,4-diazepane with 1-fluoro-2-methyl-4-nitrobenzene and 1,4-diazepane (0.7 more equivalent), respectively. Starting materials: C(Cl)Cl.B(Cl)(Cl)Cl (boron trichloride methylene chloride), C1(CC1)C1=CC=C(C=C1)C(=O)C=1SC(=CC1OC)C ((4-cyclopropylphenyl)-(3-methoxy-5-methylthiophen-2-yl)methanone), O (Water). The solvent is C(Cl)Cl (methylene chloride). Run at time 1 hour. Product: C1(CC1)C1=CC=C(C=C1)C(=O)C=1SC(=CC1O)C ((4-Cyclopropylphenyl)-(3-hydroxy-5-methylthiophen-2-yl)methanone). The yield is 89.9%. RXN SMILES: C(Cl)Cl.B(Cl)(Cl)Cl.[CH:8]1([C:11]2[CH:16]=[CH:15][C:14]([C:17]([C:19]3[S:20][C:21]([CH3:26])=[CH:22][C:23]=3[O:24]C)=[O:18])=[CH:13][CH:12]=2)[CH2:10][CH2:9]1.O>C(Cl)Cl>[CH:8]1([C:11]2[CH:12]=[CH:13][C:14]([C:17]([C:19]3[S:20][C:21]([CH3:26])=[CH:22][C:23]=3[OH:24])=[O:18])=[CH:15][CH:16]=2)[CH2:9][CH2:10]1 |f:0.1|. Procedure: In a nitrogen stream, a boron trichloride methylene chloride solution (1.0 M, 6.4 mL, 6.4 mmol) was added to a solution of (4-cyclopropylphenyl)-(3-methoxy-5-methylthiophen-2-yl)methanone (582 mg, 2.14 mmol) in methylene chloride (12 mL) at −15° C. and the reaction mixture was stirred for one hour. Water was added thereto and the mixture was extracted with methylene chloride. The organic layer was washed with a saturated sodium chloride aqueous solution and dried (anhydrous magnesium sulfate), a...